This data is from the Open Reaction Database (ORD), a public repository of structured organic reaction records. The task is: describe an organic reaction: reactants, conditions, products, and yield Reactants: CCOC(C)=O, ClCCl, O=C=Nc1ccccc1, CC(c1cccc2ccccc12)N(CC1CNCC1c1ccccc1)C(=O)OC(C)(C)C. The product is CC(c1cccc2ccccc12)N(CC1CN(C(=O)Nc2ccccc2)CC1c1ccccc1)C(=O)OC(C)(C)C. RXN SMILES: [CH3:45][CH2:46][O:47][C:48](=[O:49])[CH3:50].[Cl:33][CH2:34][Cl:35].[O:36]=[C:37]=[N:38][c:39]1[cH:40][cH:41][cH:42][cH:43][cH:44]1.[c:1]1([CH:11]([CH3:12])[N:13]([C:14]([O:15][C:16]([CH3:17])([CH3:18])[CH3:19])=[O:20])[CH2:21][CH:22]2[CH2:23][NH:24][CH2:25][CH:26]2[c:27]2[cH:28][cH:29][cH:30][cH:31][cH:32]2)[cH:2][cH:3][cH:4][c:5]2[cH:6][cH:7][cH:8][cH:9][c:10]12>>[c:1]1([CH:11]([CH3:12])[N:13]([C:14]([O:15][C:16]([CH3:17])([CH3:18])[CH3:19])=[O:20])[CH2:21][CH:22]2[CH2:23][N:24]([C:37](=[O:36])[NH:38][c:39]3[cH:40][cH:41][cH:42][cH:43][cH:44]3)[CH2:25][CH:26]2[c:27]2[cH:28][cH:29][cH:30][cH:31][cH:32]2)[cH:2][cH:3][cH:4][c:5]2[cH:6][cH:7][cH:8][cH:9][c:10]12. The reactants are CC1=C(N=C(O1)C1=CC=CC=C1)COC1=CC=C(C=C1)CO ({4-[(5-Methyl-2-phenyl-1,3-oxazol-4-yl)methoxy]phenyl}-methanol), O1CCCC1 (tetrahydrofuran), C1(=CC=CC=C1)C (toluene), S(=O)(Cl)Cl (Thionyl chloride). The solvent is [Cl-].[Na+].O (Brine). Reaction conditions: temperature 5 celsius, time 30 minute. Yields the product ClCC1=CC=C(OCC=2N=C(OC2C)C2=CC=CC=C2)C=C1 (4-{[4-(chloromethyl)phenoxy]methyl}-5-methyl-2-phenyl-1,3-oxazole). Yield: 87.9%. Reaction SMILES: [CH3:1][C:2]1[O:6][C:5]([C:7]2[CH:12]=[CH:11][CH:10]=[CH:9][CH:8]=2)=[N:4][C:3]=1[CH2:13][O:14][C:15]1[CH:20]=[CH:19][C:18]([CH2:21]O)=[CH:17][CH:16]=1.O1CCCC1.C1(C)C=CC=CC=1.S(Cl)([Cl:37])=O>[Cl-].[Na+].O>[Cl:37][CH2:21][C:18]1[CH:19]=[CH:20][C:15]([O:14][CH2:13][C:3]2[N:4]=[C:5]([C:7]3[CH:12]=[CH:11][CH:10]=[CH:9][CH:8]=3)[O:6][C:2]=2[CH3:1])=[CH:16][CH:17]=1 |f:4.5.6|. Reported procedure: {4-[(5-Methyl-2-phenyl-1,3-oxazol-4-yl)methoxy]phenyl}-methanol (300 g), tetrahydrofuran (750 ml) and toluene (750 ml) were charged and the mixture was cooled to 5° C. Thionyl chloride (88 ml) was added dropwise at not higher than 15° C. over 10 min and the mixture was reacted at 10-15° C. for 1 hr. 10% Brine (900 ml) was added dropwise at the same temperature over about 10 min, and the mixture was stood for 30 min, partitioned and activated carbon (15 g) was added to the organic layer. The mixt... Starting materials: COc1cc2c(cc1OC)CNCC2, Cl, Nc1nc(Cl)nc(Cl)n1, [Na+], [Na+], O=C([O-])[O-], C1COCCO1, O. The product is COc1cc2c(cc1OC)CN(c1nc(N)nc(Cl)n1)CC2. As a reaction SMILES: [CH3:23][O:24][c:25]1[cH:26][c:27]2[c:32]([cH:33][c:34]1[O:35][CH3:36])[CH2:31][NH:30][CH2:29][CH2:28]2.[ClH:22].[NH2:1][c:2]1[n:3][c:4]([Cl:9])[n:5][c:6]([Cl:8])[n:7]1.[Na+:10].[Na+:11].[O-:12][C:13](=[O:14])[O-:15].[O:16]1[CH2:17][CH2:18][O:19][CH2:20][CH2:21]1.[OH2:37]>>[NH2:1][c:2]1[n:3][c:4]([N:30]2[CH2:29][CH2:28][c:27]3[cH:26][c:25]([O:24][CH3:23])[c:34]([O:35][CH3:36])[cH:33][c:32]3[CH2:31]2)[n:5][c:6]([Cl:8])[n:7]1. Starting materials: [BH4-].[Li+] (lithium borohydride), C(C)(=O)O[C@H]1C[C@@H](O[C@@H]1CCC(=O)OCC)N1C(=O)NC(=O)C(=C1)CC (3'-O-acetyl-2',5'-dideoxy-5'-(ethoxycarbonylmethyl)-5-ethyluridine), O1CCCC1 (tetrahydrofuran), [BH4-].[Li+] (lithium borohydride). Reaction conditions: time 4 hour. Product: C(C)(=O)OCCC[C@@H]1[C@H](C[C@@H](O1)N1C(=O)NC(=O)C(=C1)CC)OC(C)=O (5'-(2-acetoxyethyl)- 3'-O-acetyl-2',5'-dideoxy-5-ethyluridine). As a reaction SMILES: [BH4-].[Li+].[C:3]([O:6][C@@H:7]1[C@@H:11]([CH2:12][CH2:13][C:14]([O:16][CH2:17][CH3:18])=O)[O:10][C@@H:9]([N:19]2[CH:26]=[C:25]([CH2:27][CH3:28])[C:23](=[O:24])[NH:22][C:20]2=[O:21])[CH2:8]1)(=[O:5])[CH3:4].[O:29]1CCCC1>>[C:17]([O:16][CH2:14][CH2:13][CH2:12][C@H:11]1[O:10][C@@H:9]([N:19]2[CH:26]=[C:25]([CH2:27][CH3:28])[C:23](=[O:24])[NH:22][C:20]2=[O:21])[CH2:8][C@@H:7]1[O:6][C:3](=[O:5])[CH3:4])(=[O:29])[CH3:18] |f:0.1|. Procedure: 0.4 g of lithium borohydride was added to a solution of 5.6 g of 3'-O-acetyl-2',5'-dideoxy-5'-(ethoxycarbonylmethyl)-5-ethyluridine in 100 ml of tetrahydrofuran and the mixture was stirred at room temperature for 4 hours. An additional 0.2 g of lithium borohydride was added and the mixture was stirred at room temperature overnight and then heated under reflux for 1 hour. The solvent was removed by evaporation in vacuo and the residue was dissolved in methanol. After standing at room temperature ... Reactants: IC1=CN(C=2N=CN=CC21)C(CO)(C)C (2-(5-Iodo-pyrrolo[2,3-d]pyrimidin-7-yl)-2-methyl-propan-1-ol), [H-].[Na+] (NaH), CI (methyl iodide). Run in C1CCOC1 (THF), C1CCOC1 (THF). Reaction conditions: time 30 minute. Product: IC1=CN(C=2N=CN=CC21)C(COC)(C)C (5-Iodo-7-(2-methoxy-1,1-dimethyl-ethyl)-7H-pyrrolo[2,3-d]pyrimidine). The yield is 22.0%. Reaction SMILES: [I:1][C:2]1[C:10]2[CH:9]=[N:8][CH:7]=[N:6][C:5]=2[N:4]([C:11]([CH3:15])([CH3:14])[CH2:12][OH:13])[CH:3]=1.[H-].[Na+].[CH3:18]I>C1COCC1>[I:1][C:2]1[C:10]2[CH:9]=[N:8][CH:7]=[N:6][C:5]=2[N:4]([C:11]([CH3:15])([CH3:14])[CH2:12][O:13][CH3:18])[CH:3]=1 |f:1.2|. Reported procedure: An anhydrous THF (100 mL) solution of 2-(5-Iodo-pyrrolo[2,3-d]pyrimidin-7-yl)-2-methyl-propan-1-ol (Preparation 22) (32 g, 100.91 mmol) was added slowly to a suspension of NaH (60% in paraffin oil, 2.98 g, 121.13 mmol) in anhydrous THF (200 mL) at 00° C. under nitrogen. The mixture was warmed to room temperature and stirred for another 30 minutes and again cooled to 00° C. and methyl iodide (19 mL, 302.82 mmol) was added drop wise. The reaction mixture was stirred at room temperature for 2 hours... The reactants are C(C)(C)(C)C1=C(C=CC=C1)N1CCN(CC1)C(=O)C1N(C(CC1)=O)CC(=O)OC (Methyl (2-{[4-(2-tert-butylphenyl)piperazin-1-yl]carbonyl}-5-oxopyrrolidin-1-yl)acetate), [OH-].[Li+] (lithium hydroxide), Cl (hydrochloric acid). Run in CO (methanol). Reaction conditions: time 1 hour. Product: C(C)(C)(C)C1=C(C=CC=C1)N1CCN(CC1)C(=O)C1N(C(CC1)=O)CC(=O)O ((2-{[4-(2-tert-Butylphenyl)piperazin-1-yl]carbonyl}-5-oxopyrrolidin-1-yl)acetic acid). Isolated yield 63.9%. Reaction SMILES: [C:1]([C:5]1[CH:10]=[CH:9][CH:8]=[CH:7][C:6]=1[N:11]1[CH2:16][CH2:15][N:14]([C:17]([CH:19]2[CH2:23][CH2:22][C:21](=[O:24])[N:20]2[CH2:25][C:26]([O:28]C)=[O:27])=[O:18])[CH2:13][CH2:12]1)([CH3:4])([CH3:3])[CH3:2].[OH-].[Li+].Cl>CO>[C:1]([C:5]1[CH:10]=[CH:9][CH:8]=[CH:7][C:6]=1[N:11]1[CH2:12][CH2:13][N:14]([C:17]([CH:19]2[CH2:23][CH2:22][C:21](=[O:24])[N:20]2[CH2:25][C:26]([OH:28])=[O:27])=[O:18])[CH2:15][CH2:16]1)([CH3:4])([CH3:2])[CH3:3] |f:1.2|. Procedure: To a stirring solution of methyl (2-{[4-(2-tert-butylphenyl)piperazin-1-yl]carbonyl}-5-oxopyrrolidin-1-yl)acetate obtained in Example 64 (0.39 g, 0.97 mmol) in methanol (12 mL) was added 1 M lithium hydroxide (2.9 mmol, 2.9 mL) and the mixture was stirred at room temperature for 1 h. The reaction mixture was acidified with 1 M hydrochloric acid (pH 3) and concentrated under reduced pressure. The resulting residue was partitioned between ethyl acetate and water, and the organic layer was washed w... The reactants are BrC=1C=CC(=C(C1)NC(C)(C)C)[N+](=O)[O-] ((5-bromo-2-nitro-phenyl)-tert-butyl-amine). Solvent: CO.C1CCOC1 (MeOH THF). Run at time 9 hour. Yield: 82.4%. Reagents/catalysts: [Ni] (Raney nickel). Reaction SMILES: [Br:1][C:2]1[CH:3]=[CH:4][C:5]([N+:13]([O-])=O)=[C:6]([NH:8][C:9]([CH3:12])([CH3:11])[CH3:10])[CH:7]=1>[Ni].CO.C1COCC1>[Br:1][C:2]1[CH:7]=[C:6]([NH:8][C:9]([CH3:12])([CH3:11])[CH3:10])[C:5]([NH2:13])=[CH:4][CH:3]=1 |f:2.3|. Procedure: A suspension of (5-bromo-2-nitro-phenyl)-tert-butyl-amine (Step 24.3) (6 g, 21.97 mmol) and Raney nickel (2 g) in MeOH/THF (1:1 v/v, 600 mL) is stirred for 9 h at rt, under a hydrogen atmosphere. The reaction mixture is filtered through a pad of celite and concentrated. The residue purified by silica gel column chromatography (Hex/EtOAc, 97:3→3:1) to afford 4.4 g of the title compound as a black oil: ESI-MS: 243.0/245.0 [M+H]+; tR=2.75 min (System 1); TLC: Rf=0.89 (Hex/EtOAc, 1:1). The product is BrC=1C=C(C(=CC1)N)NC(C)(C)C (4-Bromo-N*2*-tert-butyl-benzene-1,2-diamine).